From a dataset of the Open Reaction Database (ORD), a public repository of structured organic reaction records. describe an organic reaction: reactants, conditions, products, and yield Reactants: C(C)(C)(C)OC(=O)N1CC(C1)CO (3-hydroxymethyl-azetidine-1-carboxylic acid tert-butyl ester), C(C)(C)(C)OC(=O)N1CC(C1)COC1=C2C=CNC2=CC=C1 (3-(1H-Indol-4-yloxymethyl)-azetidine-1-carboxylic acid tert-butyl ester). Yields the product C(C)(C)(C)OC(N(C)CCOC1=C2C=CNC2=CC=C1)=O ([2-(1H-indol-4-yloxy)-ethyl]-methyl-carbamic Acid Tert-butyl Ester). Reaction SMILES: [C:1]([O:5][C:6]([N:8]1[CH2:11][CH:10](CO)[CH2:9]1)=[O:7])([CH3:4])([CH3:3])[CH3:2].C(OC(N1CC(C[O:26][C:27]2[CH:35]=[CH:34][CH:33]=[C:32]3[C:28]=2[CH:29]=[CH:30][NH:31]3)C1)=O)(C)(C)C>>[C:1]([O:5][C:6](=[O:7])[N:8]([CH2:9][CH2:10][O:26][C:27]1[CH:35]=[CH:34][CH:33]=[C:32]2[C:28]=1[CH:29]=[CH:30][NH:31]2)[CH3:11])([CH3:2])([CH3:3])[CH3:4]. Procedure: In a similar manner, using 3-hydroxymethyl-azetidine-1-carboxylic acid tert-butyl ester in place of (2-hydroxy-ethyl)-methyl-carbamic acid tert-butyl ester, 3-(1H-Indol-4-yloxymethyl)-azetidine-1-carboxylic acid tert-butyl ester was prepared, (25%), (M−H)−=301. Starting materials: OC1=C(C(=C(C=O)C=C1)C)[N+](=O)[O-] (4-hydroxy-2-methyl-3-nitrobenzaldehyde), substituted-2-nitrophenols, C1(=CC=CC=C1)O (phenol), COC(C(C)Br)=O (methyl-2-bromopropanoate). Yields the product C(=O)C1=C(C(=C(OC(C(=O)OC)C)C=C1)[N+](=O)[O-])C (Methyl 2-(4-formyl-3-methyl-2-nitrophenoxy)propanoate). RXN SMILES: [OH:1][C:2]1[CH:9]=[CH:8][C:5]([CH:6]=[O:7])=[C:4]([CH3:10])[C:3]=1[N+:11]([O-:13])=[O:12].C1(O)C=CC=CC=1.[CH3:21][O:22][C:23](=[O:27])[CH:24](Br)[CH3:25]>>[CH:6]([C:5]1[CH:8]=[CH:9][C:2]([O:1][CH:24]([CH3:25])[C:23]([O:22][CH3:21])=[O:27])=[C:3]([N+:11]([O-:13])=[O:12])[C:4]=1[CH3:10])=[O:7]. Procedure: Using 4-hydroxy-2-methyl-3-nitrobenzaldehyde as the phenol and methyl-2-bromopropanoate as the alkylating agent in the general procedure for alkylation of substituted-2-nitrophenols gives the title compound as a white solid: 1H NMR (400 MHz, DMSO-d6) δ ppm 1.51 (d, J=6.82 Hz, 3 H) 2.50 (s, 3H) 3.69 (s, 3H) 5.40 (q, J=6.82 Hz, 1H) 7.29 (d, J=9.09 Hz, 1H) 8.00 (d, J=8.84 Hz, 1H) 10.12 (s, 1H). ESI-MS: m/z 268.2 (M+H)+. Reactants: C(C)(C)(C)OC(=O)N1CCN(CC1)C(=O)N1CCOCC1 (N-tert-butyloxycarbonyl-N'-morpholinocarbonyl-piperazine), FC(C(=O)O)(F)F (trifluoroacetic acid). Solvent: C(Cl)Cl (methylene chloride). Run at time 1 hour. Product: FC(C(=O)O)(F)F.O1CCN(CC1)C(=O)N1CCNCC1 (N-morpholinocarbonylpiperazine trifluoroacetic acid salt). As a reaction SMILES: C(OC([N:8]1[CH2:13][CH2:12][N:11]([C:14]([N:16]2[CH2:21][CH2:20][O:19][CH2:18][CH2:17]2)=[O:15])[CH2:10][CH2:9]1)=O)(C)(C)C.[F:22][C:23]([F:28])([F:27])[C:24]([OH:26])=[O:25]>C(Cl)Cl>[F:22][C:23]([F:28])([F:27])[C:24]([OH:26])=[O:25].[O:19]1[CH2:20][CH2:21][N:16]([C:14]([N:11]2[CH2:10][CH2:9][NH:8][CH2:13][CH2:12]2)=[O:15])[CH2:17][CH2:18]1 |f:3.4|. Reported procedure: N-tert-butyloxycarbonylpiperazine (1.0 g, 5.34 mmol) was dissolved in 5 mL of THF:water (1:1) and cooled in an ice bath. Triethylamine (1.45 mL, 10.68 mmol), followed by 4-morpholinocarbonyl chloride (0.752 mL, 6.4 mmol) in 5 mL of ether were added, and stirred at 0° C. for 1 hour and at room temperature for 2 hours. Solvents were removed and 40 mL of ethyl acetate was added to the residue. The ethyl acetate layer was washed with brine (30 mL×3) and dried over anhydrous sodium sulfate. After fil... Isolated yield 90.0%. Procedure details: In 1.2 l of dioxane was dissolved 286 g (1 mol) of tetrachlorophthalic anhydride, and while refluxing the solution, 93 g (1 mol) of aniline was added dropwise to the solution. Thereafter, the mixture was refluxed for 2 hours. The reaction mixture was allowed to cool, whereby tabular crystals were precipitated. The crystals were collected by filtration, washed with dioxane, and dried to provide 325 g of N-phenyltetrachlorophthalimide having a melting point of 251° C. to 253° C. (yield 90%). RXN SMILES: [Cl:1][C:2]1[C:3]([Cl:15])=[C:4]([Cl:14])[C:5]([Cl:13])=[C:6]2[C:11](=[O:12])[O:10][C:8](=O)[C:7]=12.[NH2:16][C:17]1[CH:22]=[CH:21][CH:20]=[CH:19][CH:18]=1>O1CCOCC1>[C:17]1([N:16]2[C:8](=[O:10])[C:7]3=[C:2]([Cl:1])[C:3]([Cl:15])=[C:4]([Cl:14])[C:5]([Cl:13])=[C:6]3[C:11]2=[O:12])[CH:22]=[CH:21][CH:20]=[CH:19][CH:18]=1. Product: C1(=CC=CC=C1)N1C(C=2C(C1=O)=C(C(=C(C2Cl)Cl)Cl)Cl)=O (N-phenyltetrachlorophthalimide). Solvent: O1CCOCC1 (dioxane). The reactants are ClC=1C(=C(C(=C2C1C(=O)OC2=O)Cl)Cl)Cl (tetrachlorophthalic anhydride), NC1=CC=CC=C1 (aniline). The reactants are C(Cl)Cl (CH2Cl2), C[C@]12CCC(=O)C=C1CC[C@@H]3[C@@H]2[C@H](C[C@]4([C@H]3CC[C@@]4(C(=O)CO)O)C)O (hydrocortisone), N,N-(3'-oxapentamethylene)succinamic acid, C1(CCCCC1)N=C=NC1CCCCC1 (dicyclohexylcarbodiimide). Solvent: N1=CC=CC=C1 (pyridine). Run at time 10 minute. The product is C(=O)(NC1CCCCC1)NC1CCCCC1 (dicyclohexylurea). Yield: 83.0%. RXN SMILES: C[C@@]12[C@H]3[C@@H](O)C[C@]4(C)[C@@](O)(C(CO)=O)CC[C@H]4[C@@H]3CCC1=CC(=[O:6])CC2.[CH:27]1([N:33]=[C:34]=[N:35][CH:36]2[CH2:41][CH2:40][CH2:39][CH2:38][CH2:37]2)[CH2:32][CH2:31][CH2:30][CH2:29][CH2:28]1.C(Cl)Cl>N1C=CC=CC=1>[C:34]([NH:33][CH:27]1[CH2:28][CH2:29][CH2:30][CH2:31][CH2:32]1)([NH:35][CH:36]1[CH2:41][CH2:40][CH2:39][CH2:38][CH2:37]1)=[O:6]. Procedure: To a solution of hydrocortisone (10 g, 0.028 mole) and N,N-(3'-oxapentamethylene)succinamic acid (5.16 g, 0.028 mole) in 50 ml pyridine was added dicyclohexylcarbodiimide (5.67 g, 0.028 mole). After the reaction was stirred 10 minutes, 50 ml CH2Cl2 was added to it to keep the suspension, which had formed, sufficiently fluid for stirring. The reaction was stirred overnight then filtered to give a residue of dicyclohexylurea which weighed 4.51 g (83% yield) and a filtrate which was concentrated in... Reaction SMILES: [H-].[Na+].[CH3:3][CH2:4][O:5][C:6]([CH:8]1[C:13](=[O:14])[CH2:12][CH2:11][CH2:10][CH2:9]1)=[O:7].O.Cl>CCCCCC>[CH:6]([C:8]1([C:6]([O:5][CH2:4][CH3:3])=[O:7])[CH2:9][CH2:10][CH2:11][CH2:12][C:13]1=[O:14])=[CH:8][CH2:9][CH3:10] |f:0.1|. Procedure details: Sodium hydride, 60% in mineral oil (8.3 g, 200 mmol) was washed with 2 portions of hexane and then dried under an N2 flow. This was suspended in dimethylformamide and ethyl 2-cyclohexanonecarboxylate (34.1 g, 200 mmol) was added slowly under N2 (note the foaming and exotherm), with cooling with a 25° C. water bath. After complete addition, the mixture was stirred at 25° C. for ~1 hour and the treagents added. The stirring mixture was heated to 50° C. for 18 hours (overnight). The reaction was th... Run at temperature 25 celsius. Starting materials: O (water), Cl (HCl), [H-].[Na+] (Sodium hydride), oil, CCOC(=O)C1CCCCC1=O (ethyl 2-cyclohexanonecarboxylate). The yield is 186.4%. Product: C(=CCC)C1(C(CCCC1)=O)C(=O)OCC (2-(1-butenyl)-2-carboethoxycyclohexanone). The solvent is CCCCCC (hexane). Reactants: Cl.Cl.C(N)(=N)C1=CC=C2C=C(NC2=C1)CC(C(=O)OC)C1=CC=C(C=C1)O[C@@H]1CNCC1 (methyl (+)-3-(6-amidino-2-indolyl)-2-[4-[((3S)-3-pyrrolidinyl)oxy]phenyl]propionate dihydrochloride), Cl (hydrochloric acid), Cl (hydrochloric acid). Solvent: O.C(C)#N (water acetonitrile). The product is Cl.Cl.C(N)(=N)C1=CC=C2C=C(NC2=C1)CC(C(=O)O)C1=CC=C(C=C1)O[C@@H]1CNCC1 ((+)-3-(6-amidino-2-indolyl)-2-[4-[((3S)-3-pyrrolidinyl)oxy]phenyl]propionic acid dihydrochloride). Isolated yield 148.8%. RXN SMILES: [ClH:1].Cl.[C:3]([C:6]1[CH:14]=[C:13]2[C:9]([CH:10]=[C:11]([CH2:15][CH:16]([C:21]3[CH:26]=[CH:25][C:24]([O:27][C@H:28]4[CH2:32][CH2:31][NH:30][CH2:29]4)=[CH:23][CH:22]=3)[C:17]([O:19]C)=[O:18])[NH:12]2)=[CH:8][CH:7]=1)(=[NH:5])[NH2:4].Cl>O.C(#N)C>[ClH:1].[ClH:1].[C:3]([C:6]1[CH:14]=[C:13]2[C:9]([CH:10]=[C:11]([CH2:15][CH:16]([C:21]3[CH:22]=[CH:23][C:24]([O:27][C@H:28]4[CH2:32][CH2:31][NH:30][CH2:29]4)=[CH:25][CH:26]=3)[C:17]([OH:19])=[O:18])[NH:12]2)=[CH:8][CH:7]=1)(=[NH:4])[NH2:5] |f:0.1.2,4.5,6.7.8|. Procedure details: 1.8 g of methyl (+)-3-(6-amidino-2-indolyl)-2-[4-[((3S)-3-pyrrolidinyl)oxy]phenyl]propionate dihydrochloride was dissolved in. 60 ml of concentrated hydrochloric acid, and the solution was stirred at 5° C. for 7 days. After concentrating the resulting reaction solution to dryness under a reduced pressure at a temperature of 50° C. or below, the thus obtained residue was subjected to reversed phase high performance liquid chromatography using a column packed with octadecyl-bonded silica gel and u... The reactants are ClC=1N=C(C=2N=CN([C@H]3[C@H](O)[C@H](O)[C@@H](CO)O3)C2N1)NC1CCCC1.C(C)(=O)O[C@@]1([C@@H](O[C@@H]([C@]1(O)OC(C)=O)C(O)OC(C)=O)N1CN=C2C(N)(N=C(N=C12)Cl)Cl)O (2-Chloro-N6-cyclopentyladenosine 2′,3′,5′-triacetoxy-2,6-dichloroadenosine), C1(CCCC1)N (cyclopentylamine), C(C)O (ethanol). Solvent: C(C)(=O)OCC (ethyl acetate), O (water). Product: ClC=1N=C(C=2N=CN([C@H]3[C@H](O)[C@H](O)[C@@H](CO)O3)C2N1)NC1CCCC1 (2-chloro-N6-cyclopentyladenosine). Yield: 150.7%. Reaction SMILES: [Cl:1][C:2]1[N:3]=[C:4]([NH:20][CH:21]2[CH2:25][CH2:24][CH2:23][CH2:22]2)[C:5]2[N:6]=[CH:7][N:8]([C:18]=2[N:19]=1)[C@@H:9]1[O:17][C@H:14]([CH2:15][OH:16])[C@@H:12]([OH:13])[C@H:10]1[OH:11].C(O[C@@]1(O)[C@](OC(=O)C)(O)[C@@H](C(OC(=O)C)O)O[C@H]1N1C2C(C(Cl)(N=C(Cl)N=2)N)=NC1)(=O)C.C1(N)CCCC1.C(O)C>C(OCC)(=O)C.O>[Cl:1][C:2]1[N:3]=[C:4]([NH:20][CH:21]2[CH2:22][CH2:23][CH2:24][CH2:25]2)[C:5]2[N:6]=[CH:7][N:8]([C:18]=2[N:19]=1)[C@@H:9]1[O:17][C@H:14]([CH2:15][OH:16])[C@@H:12]([OH:13])[C@H:10]1[OH:11] |f:0.1|. Reported procedure: 2-Chloro-N6-cyclopentyladenosine-2′,3′,5′-triacetoxy-2,6-dichloroadenosine (1.5 g) and cyclopentylamine (8 eq.) were diluted with ethanol (50 eq.) and the resulting solution was heated at reflux for about 15 hours, then cooled to room temperature and concentrated in vacuo to provide a crude residue which was diluted with a mixture of ethyl acetate and water and transferred to a separatory funnel. The organic layer was separated, dried over sodium sulfate and concentrated in vacuo to provide a cr... The reactants are O=C([O-])[O-], COCC=CB1OC(C)(C)C(C)(C)O1, CC#N, Clc1nc(N2CCOCC2)c2sc(I)cc2n1, [Na+], [Na+], Cl[Pd]Cl, c1ccc(P(c2ccccc2)c2ccccc2)cc1, c1ccc(P(c2ccccc2)c2ccccc2)cc1. Product: COCC=Cc1cc2nc(Cl)nc(N3CCOCC3)c2s1. As a reaction SMILES: [C:32](=[O:33])([O-:34])[O-:35].[CH3:18][O:19][CH2:20][CH:21]=[CH:22][B:23]1[O:24][C:25]([CH3:26])([CH3:27])[C:28]([CH3:29])([CH3:30])[O:31]1.[CH3:38][C:39]#[N:40].[Cl:1][c:2]1[n:3][c:4]([N:12]2[CH2:13][CH2:14][O:15][CH2:16][CH2:17]2)[c:5]2[c:6]([n:7]1)[cH:8][c:9]([I:11])[s:10]2.[Na+:36].[Na+:37].[Pd:41]([Cl:42])[Cl:43].[c:44]1([P:45]([c:46]2[cH:47][cH:48][cH:49][cH:50][cH:51]2)[c:52]2[cH:53][cH:54][cH:55][cH:56][cH:57]2)[cH:58][cH:59][cH:60][cH:61][cH:62]1.[c:63]1([P:64]([c:65]2[cH:66][cH:67][cH:68][cH:69][cH:70]2)[c:71]2[cH:72][cH:73][cH:74][cH:75][cH:76]2)[cH:77][cH:78][cH:79][cH:80][cH:81]1>>[Cl:1][c:2]1[n:3][c:4]([N:12]2[CH2:13][CH2:14][O:15][CH2:16][CH2:17]2)[c:5]2[c:6]([n:7]1)[cH:8][c:9]([CH:22]=[CH:21][CH2:20][O:19][CH3:18])[s:10]2. The reactants are ClC1=NC(=CC=C1NC(C(=O)OCC)=S)Cl (ethyl 2-(2,6-dichloropyridin-3-ylamino)-2-thioxoacetate), C([O-])([O-])=O.[Cs+].[Cs+] (cesium carbonate). Solvent: C1CCOC1 (THF), O (water), C1CCOC1 (THF). Run at temperature 50 celsius. Product: ClC1=CC=C2C(=N1)SC(=N2)C(=O)OCC (ethyl 5-chlorothiazolo[5,4-b]pyridine-2-carboxylate). As a reaction SMILES: Cl[C:2]1[C:7]([NH:8][C:9](=[S:15])[C:10]([O:12][CH2:13][CH3:14])=[O:11])=[CH:6][CH:5]=[C:4]([Cl:16])[N:3]=1.C(=O)([O-])[O-].[Cs+].[Cs+]>C1COCC1.O>[Cl:16][C:4]1[N:3]=[C:2]2[S:15][C:9]([C:10]([O:12][CH2:13][CH3:14])=[O:11])=[N:8][C:7]2=[CH:6][CH:5]=1 |f:1.2.3|. Procedure details: A mixture of ethyl 2-(2,6-dichloropyridin-3-ylamino)-2-thioxoacetate (49.11 g, 175.9 mmol) and cesium carbonate (57.32 g, 175.9 mmol) in THF (350 mL) was heated at 50° C. for 6 h. The reaction suspension was then diluted with water (700 mL) and THF was removed in vacuo at 23° C. The resulting suspension was cooled to 0° C., and the precipitated solid was collected via vacuum filtration, washed with water, and dried in vacuo to provide ethyl 5-chlorothiazolo[5,4-b]pyridine-2-carboxylate as a yell...